Dataset: the Open Reaction Database (ORD), a public repository of structured organic reaction records. Task: describe an organic reaction: reactants, conditions, products, and yield Starting materials: ClCCCOC1=CC=CC=2OCCOC21 (5-(3-chloropropoxy)-2,3-dihydro-1,4-benzodioxin), N1=C(N=CC=C1)NCCCN (N-2-pyrimidinyl-1,3-propanediamine), [O-2].[Ca+2] (calcium oxide), O1CCCC1 (tetrahydrofuran). Conditions: temperature 160 celsius, time 8 hour. Product: C(C(=O)O)(=O)O.O1CCOC2=C1C=CC=C2OCCCNCCCNC2=NC=CC=N2 (N-[3-[(2,3-dihydro-1,4-benzodioxin-5-yl)oxy]propyl]-N'-2-pyrimidinyl-1,3-propanediamine ethanedioate). Yield: 36.0%. RXN SMILES: Cl[CH2:2][CH2:3][CH2:4][O:5][C:6]1[C:15]2[O:14][CH2:13][CH2:12][O:11][C:10]=2[CH:9]=[CH:8][CH:7]=1.[N:16]1[CH:21]=[CH:20][CH:19]=[N:18][C:17]=1[NH:22][CH2:23][CH2:24][CH2:25][NH2:26].[O-2:27].[Ca+2].[O:29]1CCCC1>>[C:13]([OH:14])(=[O:29])[C:12]([OH:11])=[O:27].[O:11]1[C:10]2[CH:9]=[CH:8][CH:7]=[C:6]([O:5][CH2:4][CH2:3][CH2:2][NH:26][CH2:25][CH2:24][CH2:23][NH:22][C:17]3[N:16]=[CH:21][CH:20]=[CH:19][N:18]=3)[C:15]=2[O:14][CH2:13][CH2:12]1 |f:2.3,5.6|. Procedure: A mixture of 5-(3-chloropropoxy)-2,3-dihydro-1,4-benzodioxin (0.017 mol), N-2-pyrimidinyl-1,3-propanediamine (0.026 mol) and calcium oxide (5 g) in tetrahydrofuran (150 ml) was stirred overnight at 160° C. (pressure vessel). The mixture was cooled, filtered and the filtrate was evaporated. The residue was purified by column chromatography over silica gel (eluent: CH2Cl2 /(CH3OH/NH3)95/5). The pure fractions were collected and the solvent was evaporated, yielding 2.66 g N-[3-[(2,3-dihydro-1,4-ben... Reactants: ClC=1C=CC=C2C(=C(N=NC12)C1=CC=CC=C1)C=1C=C(C=CC1)N (3-(8-chloro-3-phenyl-cinnolin-4-yl)-phenylamine), BrC1=C(C=O)C=C(C=C1)OC (2-bromo-5-methoxybenzaldehyde). The product is BrC1=C(CNC2=CC(=CC=C2)C2=C(N=NC3=C(C=CC=C23)Cl)C2=CC=CC=C2)C=C(C=C1)OC (N-(2-Bromo-5-methoxybenzyl)-3-(8-chloro-3-phenylcinnolin-4-yl)aniline). RXN SMILES: [Cl:1][C:2]1[CH:3]=[CH:4][CH:5]=[C:6]2[C:11]=1[N:10]=[N:9][C:8]([C:12]1[CH:17]=[CH:16][CH:15]=[CH:14][CH:13]=1)=[C:7]2[C:18]1[CH:19]=[C:20]([NH2:24])[CH:21]=[CH:22][CH:23]=1.[Br:25][C:26]1[CH:33]=[CH:32][C:31]([O:34][CH3:35])=[CH:30][C:27]=1[CH:28]=O>>[Br:25][C:26]1[CH:33]=[CH:32][C:31]([O:34][CH3:35])=[CH:30][C:27]=1[CH2:28][NH:24][C:20]1[CH:21]=[CH:22][CH:23]=[C:18]([C:7]2[C:6]3[C:11](=[C:2]([Cl:1])[CH:3]=[CH:4][CH:5]=3)[N:10]=[N:9][C:8]=2[C:12]2[CH:13]=[CH:14][CH:15]=[CH:16][CH:17]=2)[CH:19]=1. Reported procedure: The title compound was prepared from 3-(8-chloro-3-phenyl-cinnolin-4-yl)-phenylamine and 2-bromo-5-methoxybenzaldehyde according to the procedure of Step 5 Example 6. MS (ES) m/z 530.0. The reactants are CCN(CC)Cc1ccc(C(=O)Nc2cc(NC(=O)c3ccnc(Cl)c3)ccc2C)cc1, C1CCNC1, O. Yields the product CCN(CC)Cc1ccc(C(=O)Nc2cc(NC(=O)c3ccnc(N4CCCC4)c3)ccc2C)cc1. Reaction SMILES: [CH2:1]([CH3:2])[N:3]([CH2:4][CH3:5])[CH2:6][c:7]1[cH:8][cH:9][c:10]([C:11](=[O:12])[NH:13][c:14]2[cH:15][c:16]([NH:21][C:22](=[O:23])[c:24]3[cH:25][c:26]([Cl:30])[n:27][cH:28][cH:29]3)[cH:17][cH:18][c:19]2[CH3:20])[cH:31][cH:32]1.[CH2:33]1[CH2:34][CH2:35][NH:36][CH2:37]1.[OH2:38]>>[CH2:1]([CH3:2])[N:3]([CH2:4][CH3:5])[CH2:6][c:7]1[cH:8][cH:9][c:10]([C:11](=[O:12])[NH:13][c:14]2[cH:15][c:16]([NH:21][C:22](=[O:23])[c:24]3[cH:25][c:26]([N:36]4[CH2:35][CH2:34][CH2:33][CH2:37]4)[n:27][cH:28][cH:29]3)[cH:17][cH:18][c:19]2[CH3:20])[cH:31][cH:32]1. Reactants: CN(C)c1cc(F)cc(C2Nc3ccc(C(=O)O)cc3CC2(C)C)c1, CCN=C=NCCCN(C)C, CS(N)(=O)=O, CN(C)c1ccncc1, ClCCl, Cl. The product is CN(C)c1cc(F)cc(C2Nc3ccc(C(=O)NS(C)(=O)=O)cc3CC2(C)C)c1. As a reaction SMILES: [CH3:1][N:2]([c:3]1[cH:4][c:5]([CH:10]2[NH:11][c:12]3[cH:13][cH:14][c:15]([C:22](=[O:23])[OH:24])[cH:16][c:17]3[CH2:18][C:19]2([CH3:20])[CH3:21])[cH:6][c:7]([F:9])[cH:8]1)[CH3:25].[CH3:27][N:28]([CH3:29])[CH2:30][CH2:31][CH2:32][N:33]=[C:34]=[N:35][CH2:36][CH3:37].[CH3:38][S:39](=[O:40])(=[O:41])[NH2:42].[CH3:43][N:44]([CH3:45])[c:46]1[cH:47][cH:48][n:49][cH:50][cH:51]1.[Cl:52][CH2:53][Cl:54].[ClH:26]>>[CH3:1][N:2]([c:3]1[cH:4][c:5]([CH:10]2[NH:11][c:12]3[cH:13][cH:14][c:15]([C:22](=[O:24])[NH:42][S:39]([CH3:38])(=[O:40])=[O:41])[cH:16][c:17]3[CH2:18][C:19]2([CH3:20])[CH3:21])[cH:6][c:7]([F:9])[cH:8]1)[CH3:25].